describe an organic reaction: reactants, conditions, products, and yield From a dataset of the Open Reaction Database (ORD), a public repository of structured organic reaction records. Starting materials: C(C)(=O)O[C@H]1[C@H](SCCCCCCO[C@@H]2CC3=CC[C@H]4[C@@H]5CC[C@H]([C@@H](CCCC(C)C)C)[C@]5(CC[C@@H]4[C@]3(CC2)C)C)O[C@@H]([C@@H]([C@@H]1OC(C)=O)OC(C)=O)CN1C(C=2C(C1=O)=CC=CC2)=O (6-(5-cholesten-3β-yloxy)hexyl 2,3,4-tri-O-acetyl-6-deoxy-6-phthalimido-1-thio-β-D-galactopyranoside), C(Cl)(Cl)Cl (chloroform), C(Cl)(Cl)Cl.CO.[NH4+].[OH-] (CHCl3 MeOH NH4OH). The solvent is CO (methanol), C(CCC)N (n-butylamine). The product is NC[C@@H]1[C@@H]([C@@H]([C@H]([C@H](SCCCCCCO[C@@H]2CC3=CC[C@H]4[C@@H]5CC[C@H]([C@@H](CCCC(C)C)C)[C@]5(CC[C@@H]4[C@]3(CC2)C)C)O1)O)O)O (6-(5-Cholesten-3β-yloxy)hexyl 6-amino-6-deoxy-1-thio-β-D-galactopyranoside). Reaction SMILES: C([O:4][C@@H:5]1[C@@H:45]([O:46]C(=O)C)[C@@H:44]([O:50]C(=O)C)[C@@H:43]([CH2:54][N:55]2C(=O)C3=CC=CC=C3C2=O)[O:42][C@H:6]1[S:7][CH2:8][CH2:9][CH2:10][CH2:11][CH2:12][CH2:13][O:14][C@H:15]1[CH2:39][CH2:38][C@@:37]2([CH3:40])[C:17](=[CH:18][CH2:19][C@@H:20]3[C@@H:36]2[CH2:35][CH2:34][C@@:33]2([CH3:41])[C@H:21]3[CH2:22][CH2:23][C@@H:24]2[C@H:25]([CH3:32])[CH2:26][CH2:27][CH2:28][CH:29]([CH3:31])[CH3:30])[CH2:16]1)(=O)C.C(Cl)(Cl)Cl.CO.[NH4+].[OH-].C(Cl)(Cl)Cl>CO.C(N)CCC>[NH2:55][CH2:54][C@H:43]1[O:42][C@@H:6]([S:7][CH2:8][CH2:9][CH2:10][CH2:11][CH2:12][CH2:13][O:14][C@H:15]2[CH2:39][CH2:38][C@@:37]3([CH3:40])[C:17](=[CH:18][CH2:19][C@@H:20]4[C@@H:36]3[CH2:35][CH2:34][C@@:33]3([CH3:41])[C@H:21]4[CH2:22][CH2:23][C@@H:24]3[C@H:25]([CH3:32])[CH2:26][CH2:27][CH2:28][CH:29]([CH3:30])[CH3:31])[CH2:16]2)[C@H:5]([OH:4])[C@@H:45]([OH:46])[C@H:44]1[OH:50] |f:1.2.3.4|. Reported procedure: A suspension of 6-(5-cholesten-3β-yloxy)hexyl 2,3,4-tri-O-acetyl-6-deoxy-6-phthalimido-1-thio-β-D-galactopyranoside (710 mg.) in methanol (10 ml.) and n-butylamine (10 ml.) is heated under reflux for 16 hours. The solution is evaporated to a crystalline mass. Chloroform is added and the solid is filtered and washed with chloroform. The combined filtrates are evaporated to a syrup which is put on a column of silica gel and eluted with chloroform-methanol-ammonium hydroxide (80:20:2). The desired ...